Dataset: the Open Reaction Database (ORD), a public repository of structured organic reaction records. Task: describe an organic reaction: reactants, conditions, products, and yield Solvent: C(Cl)(Cl)Cl (chloroform). The reactants are ClC1=C(C=CC=C1)C(C1=C(C=CC(=C1)C(F)(F)F)N1C(=NN=C1C)CO)=O (2'-chloro-5-(trifluoromethyl)-2-[3-(hydroxymethyl)-5-methyl-4H-1,2,4-triazol-4-yl]benzophenone), P(Br)(Br)Br (phosphorus tribromide). Reported procedure: In the manner given in Example 5, 2'-chloro-5-(trifluoromethyl)-2-[3-(hydroxymethyl)-5-methyl-4H-1,2,4-triazol-4-yl]benzophenone is treated with phosphorus tribromide in chloroform to give 2'-chloro-5-(trifluoromethyl)-2-[3-(bromomethyl)-5-methyl-4H-1,2,4-triazol-4-yl] -benzophenone. Reaction SMILES: [Cl:1][C:2]1[CH:7]=[CH:6][CH:5]=[CH:4][C:3]=1[C:8](=[O:27])[C:9]1[CH:14]=[C:13]([C:15]([F:18])([F:17])[F:16])[CH:12]=[CH:11][C:10]=1[N:19]1[C:23]([CH3:24])=[N:22][N:21]=[C:20]1[CH2:25]O.P(Br)(Br)[Br:29]>C(Cl)(Cl)Cl>[Cl:1][C:2]1[CH:7]=[CH:6][CH:5]=[CH:4][C:3]=1[C:8](=[O:27])[C:9]1[CH:14]=[C:13]([C:15]([F:18])([F:17])[F:16])[CH:12]=[CH:11][C:10]=1[N:19]1[C:23]([CH3:24])=[N:22][N:21]=[C:20]1[CH2:25][Br:29]. Product: ClC1=C(C=CC=C1)C(C1=C(C=CC(=C1)C(F)(F)F)N1C(=NN=C1C)CBr)=O (2'-chloro-5-(trifluoromethyl)-2-[3-(bromomethyl)-5-methyl-4H-1,2,4-triazol-4-yl] -benzophenone). Starting materials: CI, [H-], [Na+], CN(C)C=O, COC(=O)c1ccc(OC2CCCN(C(=O)OC(C)(C)C)C2)cc1O. Yields the product COC(=O)c1ccc(OC2CCCN(C(=O)OC(C)(C)C)C2)cc1OC. RXN SMILES: [CH3:28][I:29].[H-:27].[Na+:26].[O:30]=[CH:31][N:32]([CH3:33])[CH3:34].[OH:1][c:2]1[c:3]([C:4](=[O:5])[O:6][CH3:7])[cH:8][cH:9][c:10]([O:12][CH:13]2[CH2:14][N:15]([C:19](=[O:20])[O:21][C:22]([CH3:23])([CH3:24])[CH3:25])[CH2:16][CH2:17][CH2:18]2)[cH:11]1>>[O:1]([c:2]1[c:3]([C:4](=[O:5])[O:6][CH3:7])[cH:8][cH:9][c:10]([O:12][CH:13]2[CH2:14][N:15]([C:19](=[O:20])[O:21][C:22]([CH3:23])([CH3:24])[CH3:25])[CH2:16][CH2:17][CH2:18]2)[cH:11]1)[CH3:28]. The reactants are O=C(O)CCCCCCCCCCBr, CCS, CCO, CCOC(C)=O, [K+], [OH-]. The product is CCSCCCCCCCCCCC(=O)O. As a reaction SMILES: [Br:1][CH2:2][CH2:3][CH2:4][CH2:5][CH2:6][CH2:7][CH2:8][CH2:9][CH2:10][CH2:11][C:12](=[O:13])[OH:14].[CH2:15]([CH3:16])[SH:17].[CH3:20][CH2:21][OH:22].[CH3:23][CH2:24][O:25][C:26](=[O:27])[CH3:28].[K+:19].[OH-:18]>>[CH2:2]([CH2:3][CH2:4][CH2:5][CH2:6][CH2:7][CH2:8][CH2:9][CH2:10][CH2:11][C:12](=[O:13])[OH:14])[S:17][CH2:15][CH3:16]. The solvent is C(C)NCC (diethylamine). Reactants: CC(C)(C#C)O (2-methyl-3-butyn-2-ol), IC=1N=CN2C1[C@H]1N(C(C3=C2C=CC=C3)=O)CCC1 ((S)-11,12,13,13a-tetrahydro-1-iodo-9H-imidazo[1,5-a]pyrrolo[2,1-c][1,4]benzodiazepin-9-one). Product: OC(C#CC=1N=CN2C1[C@H]1N(C(C3=C2C=CC=C3)=O)CCC1)(C)C ((S)-11,12,13,13a-tetrahydro-1-(3-hydroxy-3-methyl-1-butynyl)-9H-imidazo[1,5-a]pyrrolo[2,1-c][1,4]benzodiazepin-9-one). Procedure: 3.65 g (10 mmol) of (S)-11,12,13,13a-tetrahydro-1-iodo-9H-imidazo[1,5-a]pyrrolo[2,1-c][1,4]benzodiazepin-9-one was heated to boiling under reflux for 1.5 hours with 1.26 g (15 mmol) of 2-methyl-3-butyn-2-ol, 70 mg of bis-(triphenylphosphine)-palladium(II) dichloride and 20 mg of copper(I) iodide in 30 ml of diethylamine. The reaction mixture was evaporated and the residue was chromatographed on silica gel while eluting with ethyl acetate. By recrystallization of the crude product from methanol a... Reagents/catalysts: Cl[Pd]([P](C1=CC=CC=C1)(C2=CC=CC=C2)C3=CC=CC=C3)([P](C4=CC=CC=C4)(C5=CC=CC=C5)C6=CC=CC=C6)Cl (bis-(triphenylphosphine)-palladium(II) dichloride), [Cu]I (copper(I) iodide). RXN SMILES: I[C:2]1[N:3]=[CH:4][N:5]2[C:11]3[CH:12]=[CH:13][CH:14]=[CH:15][C:10]=3[C:9](=[O:16])[N:8]3[CH2:17][CH2:18][CH2:19][C@H:7]3[C:6]=12.[CH3:20][C:21]([OH:25])([C:23]#[CH:24])[CH3:22]>C(NCC)C.Cl[Pd](Cl)([P](C1C=CC=CC=1)(C1C=CC=CC=1)C1C=CC=CC=1)[P](C1C=CC=CC=1)(C1C=CC=CC=1)C1C=CC=CC=1.[Cu]I>[OH:25][C:21]([CH3:22])([CH3:20])[C:23]#[C:24][C:2]1[N:3]=[CH:4][N:5]2[C:11]3[CH:12]=[CH:13][CH:14]=[CH:15][C:10]=3[C:9](=[O:16])[N:8]3[CH2:17][CH2:18][CH2:19][C@H:7]3[C:6]=12 |^1:33,52|. As a reaction SMILES: [C:1]1([OH:7])[CH:6]=[CH:5][CH:4]=[CH:3][CH:2]=1.[H-].[Na+].[NH2:10][C:11]1[C:12]([C:18]([NH:20][C:21]2[CH:26]=[CH:25][CH:24]=[CH:23][CH:22]=2)=[O:19])=[N:13][C:14](Br)=[CH:15][N:16]=1>CN(C=O)C>[NH2:10][C:11]1[C:12]([C:18]([NH:20][C:21]2[CH:22]=[CH:23][CH:24]=[CH:25][CH:26]=2)=[O:19])=[N:13][C:14]([O:7][C:1]2[CH:6]=[CH:5][CH:4]=[CH:3][CH:2]=2)=[CH:15][N:16]=1 |f:1.2|. Isolated yield 11.8%. Conditions: temperature 100 celsius. The reactants are Cu2O, C1(=CC=CC=C1)O (Phenol), [H-].[Na+] (sodium hydride), NC=1C(=NC(=CN1)Br)C(=O)NC1=CC=CC=C1 (3-Amino-6-bromo-N-phenyl-pyrazine-2-carboxamide). Solvent: CN(C)C=O (DMF). Product: NC=1C(=NC(=CN1)OC1=CC=CC=C1)C(=O)NC1=CC=CC=C1 (3-Amino-6-phenoxy-N-phenyl-pyrazine-2-carboxamide). Procedure details: Phenol (62.60 mg, 59.06 μL, 0.6652 mmol) was added slowly to a suspension of sodium hydride (60% dispersion in mineral oil) (15.96 mg, 17.73 μL, 0.6652 mmol) in anhydrous DMF (1.3 mL) at 0° C. The reaction mixture was stirred until the evolution of H2 ceased. 3-Amino-6-bromo-N-phenyl-pyrazine-2-carboxamide (130 mg, 0.4435 mmol) was added followed by Cu2O (15.87 mg, 0.1109 mmol) and reaction mixture heated to 100° C. overnight. The reaction mixture was cooled to ambient temperature and quenched w... Reactants: ClC1=C(OCCCC2(OCCO2)C2=CC=C(C=C2)F)C(=CC(=C1)OCC=C(Cl)Cl)Cl (2-{3-[2,6-dichloro-4-(3,3-dichloro-allyloxy)-phenoxy]-propyl}-2-(4-fluoro-phenyl)-[1,3]dioxolane), Cl (hydrochloric acid). The solvent is C(C)O (ethanol). Conditions: temperature 80 celsius, time 16 hour. Yields the product ClC1=C(OCCCC(=O)C2=CC=C(C=C2)F)C(=CC(=C1)OCC=C(Cl)Cl)Cl (4-[2,6-dichloro-4-(3,3-dichloro-allyloxy)-phenoxy]-1-(4-fluoro-phenyl)-butan-1-one). Reaction SMILES: [Cl:1][C:2]1[CH:23]=[C:22]([O:24][CH2:25][CH:26]=[C:27]([Cl:29])[Cl:28])[CH:21]=[C:20]([Cl:30])[C:3]=1[O:4][CH2:5][CH2:6][CH2:7][C:8]1([C:13]2[CH:18]=[CH:17][C:16]([F:19])=[CH:15][CH:14]=2)OCC[O:9]1.Cl>C(O)C>[Cl:1][C:2]1[CH:23]=[C:22]([O:24][CH2:25][CH:26]=[C:27]([Cl:29])[Cl:28])[CH:21]=[C:20]([Cl:30])[C:3]=1[O:4][CH2:5][CH2:6][CH2:7][C:8]([C:13]1[CH:18]=[CH:17][C:16]([F:19])=[CH:15][CH:14]=1)=[O:9]. Reported procedure: 2.0 g of 2-{3-[2,6-dichloro-4-(3,3-dichloro-allyloxy)-phenoxy]-propyl}-2-(4-fluoro-phenyl)-[1,3]dioxolane are dissolved in 20 ml of ethanol, and 1.95 g of 10% aqueous hydrochloric acid are added thereto. After stirring for 16 hours at 80° C., the reaction mixture is concentrated. After purification over silica gel, 4-[2,6-dichloro-4-(3,3-dichloro-allyloxy)-phenoxy]-1-(4-fluoro-phenyl)-butan-1-one is obtained. Starting materials: COC1=CC=CC(=N1)C(C(C=1C=NC=CC1)C=1C=NC=CC1)N (1-(6-methoxypyridin-2-yl)-2,2-dipyridin-3-ylethanamine), O(CC=O)CC=O (2,2′-oxydiacetaldehyde), O (H2O), [BH3-]C#N.[Na+] (NaBH3CN), Cl (HCl). Solvent: CC#N (CH3CN). The product is COC1=CC=CC(=N1)C(C(C=1C=NC=CC1)C=1C=NC=CC1)N1CCOCC1 ((±)-4-[1-(6-methoxypyridin-2-yl)-2,2-dipyridin-3-ylethyl]morpholine). As a reaction SMILES: [CH3:1][O:2][C:3]1[N:8]=[C:7]([CH:9]([NH2:23])[CH:10]([C:17]2[CH:18]=[N:19][CH:20]=[CH:21][CH:22]=2)[C:11]2[CH:12]=[N:13][CH:14]=[CH:15][CH:16]=2)[CH:6]=[CH:5][CH:4]=1.[O:24]([CH2:28][CH:29]=O)[CH2:25][CH:26]=O.O.[BH3-]C#N.[Na+].Cl>CC#N>[CH3:1][O:2][C:3]1[N:8]=[C:7]([CH:9]([N:23]2[CH2:29][CH2:28][O:24][CH2:25][CH2:26]2)[CH:10]([C:17]2[CH:18]=[N:19][CH:20]=[CH:21][CH:22]=2)[C:11]2[CH:12]=[N:13][CH:14]=[CH:15][CH:16]=2)[CH:6]=[CH:5][CH:4]=1 |f:3.4|. Procedure details: To a solution of 1-(6-methoxypyridin-2-yl)-2,2-dipyridin-3-ylethanamine (75 mg, 0.25 mmole) in CH3CN (1 mL) was added a solution of 2,2′-oxydiacetaldehyde in H2O (1.47 mL, 0.5 M, 0.73 mmole). After 10 minutes NaBH3CN (92 mg, 1.47 mmole) was added. After 2 hr 1N HCl (2 mL) was added. The reactants are BrBr, CCCCC12CCC(=O)C=C1c1ccc(OC)cc1CC2, ClC(Cl)(Cl)Cl, [Na+], O=C([O-])O. The product is CCCCC12CCC(=O)C(Br)=C1c1ccc(OC)cc1CC2. RXN SMILES: [Br:27][Br:28].[CH2:1]([CH2:2][CH2:3][CH3:4])[C:5]12[CH2:6][CH2:7][c:8]3[cH:9][c:10]([O:20][CH3:21])[cH:11][cH:12][c:13]3[C:14]1=[CH:15][C:16](=[O:19])[CH2:17][CH2:18]2.[Cl:29][C:30]([Cl:31])([Cl:32])[Cl:33].[Na+:26].[O-:22][C:23]([OH:24])=[O:25]>>[CH2:1]([CH2:2][CH2:3][CH3:4])[C:5]12[CH2:6][CH2:7][c:8]3[cH:9][c:10]([O:20][CH3:21])[cH:11][cH:12][c:13]3[C:14]1=[C:15]([Br:27])[C:16](=[O:19])[CH2:17][CH2:18]2. The reactants are FC(C1CCC(CC1)=O)(F)F (4-trifluoromethylcyclohexanone), C(CCC)[Li] (n-Butyllithium), solution, BrC=1C=CC(=NC1)OC (5-bromo-2-methoxy pyridine). Solvent: hexanes, C1CCOC1 (THF). Run at temperature 0 celsius, time 15 minute. Product: COC1=CC=C(C=N1)C1(CCC(CC1)C(F)(F)F)O (1-(6-Methoxypyridin-3-yl)-4-(trifluoromethyl)cyclohexanol). Reaction SMILES: C([Li])CCC.Br[C:7]1[CH:8]=[CH:9][C:10]([O:13][CH3:14])=[N:11][CH:12]=1.[F:15][C:16]([F:25])([F:24])[CH:17]1[CH2:22][CH2:21][C:20](=[O:23])[CH2:19][CH2:18]1>C1COCC1>[CH3:14][O:13][C:10]1[N:11]=[CH:12][C:7]([C:20]2([OH:23])[CH2:19][CH2:18][CH:17]([C:16]([F:24])([F:25])[F:15])[CH2:22][CH2:21]2)=[CH:8][CH:9]=1. Procedure details: n-Butyllithium (3 mL of a 2.5 M solution in hexanes, 7.5 mmol) was added dropwise to 5-bromo-2-methoxy pyridine (6.0 mmol, 0.78 mL) in 40 mL of THF cooled in a dry ice/acetone bath. After aging for 15 min, 4-trifluoromethylcyclohexanone (6.0 mmol, 1 g) was added and the reaction mixture was allowed to slowly warm to 0° C. over 2 h. The reaction was cooled in a dry ice/acetone bath and the reaction was quenched by addition of sat. ammonium chloride (aq), then saturated sodium bicarbonate (aq). Th...